Dataset: the Open Reaction Database (ORD), a public repository of structured organic reaction records. Task: describe an organic reaction: reactants, conditions, products, and yield The reactants are [Al+3], CCO, CCOC(=O)c1cccc(OCCF)c1, [H-], [H-], [H-], [H-], [Li+], C1CCOC1, O. Product: OCc1cccc(OCCF)c1. Reaction SMILES: [Al+3:17].[CH3:22][CH2:23][OH:24].[F:1][CH2:2][CH2:3][O:4][c:5]1[cH:6][c:7]([C:8](=[O:9])[O:10][CH2:11][CH3:12])[cH:13][cH:14][cH:15]1.[H-:16].[H-:19].[H-:20].[H-:21].[Li+:18].[O:26]1[CH2:27][CH2:28][CH2:29][CH2:30]1.[OH2:25]>>[F:1][CH2:2][CH2:3][O:4][c:5]1[cH:6][c:7]([CH2:8][OH:9])[cH:13][cH:14][cH:15]1. Procedure: The title compound was prepared from N-{3-[3-(2-chloro-4-pyrimidinyl)pyrazolo[1,5-a]pyridin-2-yl]phenyl}-2,6-difluorobenzamide and 3-(4-methyl-1-piperazinyl)aniline in a manner analogous to Example 64. 1H NMR (400 MHz, DMSO-d6) δ 2.25 (s, 3H), 2.46 (s, 4H), 3.11 (s, 4H), 6.53 (d, 1H, J=5.2 Hz), 6.58 (d, 1H, J=8.2 Hz), 7.09-7.19 (m, 2H), 7.24-7.31 (m, 3H), 7.239-7.65 (m, 5H), 7.86 (d, 1H, J=8.2 Hz), 8.05 (s, 1H), 8.29 (d, 1H, J=5.4 Hz), 8.53 (d, 1H, J=9.0 Hz), 8.88 (d, 1H, J=6.9 Hz), 9.42 (s, 1H)... Reaction SMILES: Cl[C:2]1[N:7]=[C:6]([C:8]2[C:9]([C:17]3[CH:18]=[C:19]([NH:23][C:24](=[O:33])[C:25]4[C:30](F)=[CH:29][CH:28]=[CH:27][C:26]=4F)[CH:20]=[CH:21][CH:22]=3)=[N:10][N:11]3[CH:16]=[CH:15][CH:14]=[CH:13][C:12]=23)[CH:5]=[CH:4][N:3]=1.CN1CCN([C:41]2[CH:42]=[C:43]([CH:45]=[CH:46][CH:47]=2)[NH2:44])CC1>>[CH2:2]1[C:41]2[C:47](=[CH:46][CH:45]=[C:43]([NH:44][C:2]3[N:7]=[C:6]([C:8]4[C:9]([C:17]5[CH:18]=[C:19]([NH:23][C:24](=[O:33])[C:25]6[CH:30]=[CH:29][CH:28]=[CH:27][CH:26]=6)[CH:20]=[CH:21][CH:22]=5)=[N:10][N:11]5[CH:16]=[CH:15][CH:14]=[CH:13][C:12]=45)[CH:5]=[CH:4][N:3]=3)[CH:42]=2)[CH2:5][CH2:4][NH:3]1. Product: C1NCCC2=CC=C(C=C12)NC1=NC=CC(=N1)C=1C(=NN2C1C=CC=C2)C=2C=C(C=CC2)NC(C2=CC=CC=C2)=O (N-(3-{3-[2-(1,2,3,4-tetrahydro-7-isoquinolinylamino)-4-pyrimidinyl]-pyrazolo[1,5-a]pyridin-2-yl}phenyl)benzamide). Starting materials: ClC1=NC=CC(=N1)C=1C(=NN2C1C=CC=C2)C=2C=C(C=CC2)NC(C2=C(C=CC=C2F)F)=O (N-{3-[3-(2-chloro-4-pyrimidinyl)pyrazolo[1,5-a]pyridin-2-yl]phenyl}-2,6-difluorobenzamide), CN1CCN(CC1)C=1C=C(N)C=CC1 (3-(4-methyl-1-piperazinyl)aniline).